From a dataset of the Open Reaction Database (ORD), a public repository of structured organic reaction records. describe an organic reaction: reactants, conditions, products, and yield Reactants: C1CCOC1, CCCCCCOc1cccc(OCCCCC(OC)OC)c1, Cl, O. The product is CCCCCCOc1cccc(OCCCCC=O)c1. Reaction SMILES: [CH2:25]1[O:26][CH2:27][CH2:28][CH2:29]1.[CH3:1][O:2][CH:3]([CH2:4][CH2:5][CH2:6][CH2:7][O:8][c:9]1[cH:10][c:11]([O:15][CH2:16][CH2:17][CH2:18][CH2:19][CH2:20][CH3:21])[cH:12][cH:13][cH:14]1)[O:22][CH3:23].[ClH:24].[OH2:30]>>[O:2]=[CH:3][CH2:4][CH2:5][CH2:6][CH2:7][O:8][c:9]1[cH:10][c:11]([O:15][CH2:16][CH2:17][CH2:18][CH2:19][CH2:20][CH3:21])[cH:12][cH:13][cH:14]1. The reactants are C(C)OCC=1N(C2=C(C=3N(C4=CC=C(C=C24)OCC=2C=NC=CC2)N=NN3)N1)CC(C)C (5-(Ethoxymethyl)-6-(2-methylpropyl)-8-(pyridin-3-ylmethoxy)-6H-imidazo[4,5-c]tetraazolo[1,5-α]quinoline), C1(=CC=CC=C1)P(C1=CC=CC=C1)C1=CC=CC=C1 (triphenylphosphine), [OH-].[K+] (potassium hydroxide). Yields the product C(C)OCC=1N(C2=C(C(=NC=3C=CC(=CC23)OCC=2C=NC=CC2)N)N1)CC(C)C (2-ethoxymethyl-1-(2-methylpropyl)-8-(pyridin-3-ylmethoxy)-1H-imidazo[4,5-c]quinolin-4-amine). Procedure: 5-(Ethoxymethyl)-6-(2-methylpropyl)-8-(pyridin-3-ylmethoxy)-6H-imidazo[4,5-c]tetraazolo[1,5-α]quinoline (300 mg, 0.69 mmol) and triphenylphosphine (1 g, 4.17 mmol) were combined in a sealed vial and heated at 150° C. with stirring for 4 hours. The reaction was cooled to ambient temperature; diluted with chloroform; and purified by flash column chromatography on silica eluting with 5-10% gradient of methanol in chloroform. The clean fractions were concentrated under vacuum to provide a brown soli... Solvent: C(Cl)(Cl)Cl (chloroform), Cl (HCl). Reaction SMILES: [CH2:1]([O:3][CH2:4][C:5]1[N:6]([CH2:29][CH:30]([CH3:32])[CH3:31])[C:7]2[C:16]3[C:11](=[CH:12][CH:13]=[C:14]([O:17][CH2:18][C:19]4[CH:20]=[N:21][CH:22]=[CH:23][CH:24]=4)[CH:15]=3)[N:10]3N=N[N:27]=[C:9]3[C:8]=2[N:28]=1)[CH3:2].C1(P(C2C=CC=CC=2)C2C=CC=CC=2)C=CC=CC=1.[OH-].[K+]>C(Cl)(Cl)Cl.Cl>[CH2:1]([O:3][CH2:4][C:5]1[N:6]([CH2:29][CH:30]([CH3:31])[CH3:32])[C:7]2[C:16]3[CH:15]=[C:14]([O:17][CH2:18][C:19]4[CH:20]=[N:21][CH:22]=[CH:23][CH:24]=4)[CH:13]=[CH:12][C:11]=3[N:10]=[C:9]([NH2:27])[C:8]=2[N:28]=1)[CH3:2] |f:2.3|. Conditions: temperature 150 celsius, time 4 hour. Starting materials: 4R, FC1=C(C=C(C=C1)C(CCC(=O)NOC1OCCCC1)OC)C (4-(4-fluoro-3-methylphenyl)-4-methoxy-N-(tetrahydro-2H-pyran-2-yloxy)butanamide), C(=O)(C(F)(F)F)O (TFA). Solvent: C(Cl)Cl (DCM). Run at temperature 25 celsius, time 30 minute. The product is FC1=C(C=C(C=C1)[C@@H](CCC(=O)NO)OC)C ((R)-4-(4-fluoro-3-methylphenyl)-N-hydroxy-4-methoxybutanamide). The yield is 66.3%. As a reaction SMILES: [F:1][C:2]1[CH:7]=[CH:6][C:5]([CH:8]([O:21][CH3:22])[CH2:9][CH2:10][C:11]([NH:13][O:14]C2CCCCO2)=[O:12])=[CH:4][C:3]=1[CH3:23].C(O)(C(F)(F)F)=O>C(Cl)Cl>[F:1][C:2]1[CH:7]=[CH:6][C:5]([C@H:8]([O:21][CH3:22])[CH2:9][CH2:10][C:11]([NH:13][OH:14])=[O:12])=[CH:4][C:3]=1[CH3:23]. Procedure: To the solution of 4R)-4-(4-fluoro-3-methylphenyl)-4-methoxy-N-(tetrahydro-2H-pyran-2-yloxy)butanamide (66 mg, 0.2 mmol) in 4 mL DCM was slowly added 2 mL TFA and the resulting solution stirred for 30 min at 25° C. The solvent was evaporated and the product isolated by flash column chromatography eluting with 0% to 10% methanol/DCM gradient solvent to give 32 mg of the title compound as a white solid. Reactants: C(C)(C)(C)OC(N(C1=CC=NC=C1)CCOC1=CC(=CC(=C1)C(=O)N1C(CCCC1)C)Cl)=O ({2-[3-chloro-5-(2-methyl-piperidine-1-carbonyl)-phenoxy]-ethyl}-pyridin-4-yl-carbamic acid tert-butyl ester), FC(C(=O)O)(F)F (trifluoroacetic acid). Run in ClCCl (dichloromethane). Conditions: time 5 hour. Yields the product FC(C(=O)O)(F)F.ClC=1C=C(C=C(C1)OCCNC1=CC=NC=C1)C(=O)N1C(CCCC1)C ({3-Chloro-5-[2-(pyridin-4-ylamino)-ethoxy]-phenyl}-(2-methyl-piperidin-1-yl)-methanone trifluoroacetate). RXN SMILES: C(OC(=O)[N:7]([CH2:14][CH2:15][O:16][C:17]1[CH:22]=[C:21]([C:23]([N:25]2[CH2:30][CH2:29][CH2:28][CH2:27][CH:26]2[CH3:31])=[O:24])[CH:20]=[C:19]([Cl:32])[CH:18]=1)[C:8]1[CH:13]=[CH:12][N:11]=[CH:10][CH:9]=1)(C)(C)C.[F:34][C:35]([F:40])([F:39])[C:36]([OH:38])=[O:37]>ClCCl>[F:34][C:35]([F:40])([F:39])[C:36]([OH:38])=[O:37].[Cl:32][C:19]1[CH:20]=[C:21]([C:23]([N:25]2[CH2:30][CH2:29][CH2:28][CH2:27][CH:26]2[CH3:31])=[O:24])[CH:22]=[C:17]([O:16][CH2:15][CH2:14][NH:7][C:8]2[CH:9]=[CH:10][N:11]=[CH:12][CH:13]=2)[CH:18]=1 |f:3.4|. Procedure details: A solution of {2-[3-chloro-5-(2-methyl-piperidine-1-carbonyl)-phenoxy]-ethyl}-pyridin-4-yl-carbamic acid tert-butyl ester (0.065 g) in a mixture of dichloromethane (5 ml) and trifluoroacetic acid (2 ml) was stored at room temperature for 5 h and then concentrated under reduced pressure. The residue was subjected to preparative hplc and the title compound (0.061 g) was obtained as a colourless oil by concentration of the required fraction under reduced pressure and drying by repetitive addition o... The reactants are CC(=O)C1COCC(c2cc(F)c(F)c(F)c2)N1C(=O)OCc1ccccc1, CCO. Product: CC(=O)C1COCC(c2cc(F)c(F)c(F)c2)N1. RXN SMILES: [CH2:1]([O:2][C:3](=[O:4])[N:11]1[CH:12]([C:26]([CH3:27])=[O:28])[CH2:13][O:14][CH2:15][CH:16]1[c:17]1[cH:18][c:19]([F:25])[c:20]([F:24])[c:21]([F:23])[cH:22]1)[c:5]1[cH:6][cH:7][cH:8][cH:9][cH:10]1.[CH3:29][CH2:30][OH:31]>>[NH:11]1[CH:12]([C:26]([CH3:27])=[O:28])[CH2:13][O:14][CH2:15][CH:16]1[c:17]1[cH:18][c:19]([F:25])[c:20]([F:24])[c:21]([F:23])[cH:22]1.